Dataset: the Open Reaction Database (ORD), a public repository of structured organic reaction records. Task: describe an organic reaction: reactants, conditions, products, and yield Reactants: CC(C)(C)OC(=O)NCc1ccc(N)cc1, Cc1ccccc1N=C=O, ClCCl. Reaction SMILES: [C:11]([CH3:12])([CH3:13])([CH3:14])[O:15][C:16]([NH:17][CH2:18][c:19]1[cH:20][cH:21][c:22]([NH2:25])[cH:23][cH:24]1)=[O:26].[CH3:1][c:2]1[c:3]([N:8]=[C:9]=[O:10])[cH:4][cH:5][cH:6][cH:7]1.[Cl:27][CH2:28][Cl:29]>>[CH3:1][c:2]1[c:3]([NH:8][C:9](=[O:10])[NH:25][c:22]2[cH:21][cH:20][c:19]([CH2:18][NH:17][C:16]([O:15][C:11]([CH3:12])([CH3:13])[CH3:14])=[O:26])[cH:24][cH:23]2)[cH:4][cH:5][cH:6][cH:7]1. Product: Cc1ccccc1NC(=O)Nc1ccc(CNC(=O)OC(C)(C)C)cc1. Starting materials: COCSc1ccc(NC(C)=O)c(N)c1, COC(=O)N=C=S, CC(C)=O. Product: COCSc1ccc(NC(C)=O)c(NC(=S)NC(=O)OC)c1. Reaction SMILES: [C:1]([CH3:2])(=[O:3])[NH:4][c:5]1[c:6]([NH2:15])[cH:7][c:8]([S:11][CH2:12][O:13][CH3:14])[cH:9][cH:10]1.[CH3:16][O:17][C:18](=[O:19])[N:20]=[C:21]=[S:22].[CH3:23][C:24](=[O:25])[CH3:26]>>[C:1]([CH3:2])(=[O:3])[NH:4][c:5]1[c:6]([NH:15][C:21]([NH:20][C:18]([O:17][CH3:16])=[O:19])=[S:22])[cH:7][c:8]([S:11][CH2:12][O:13][CH3:14])[cH:9][cH:10]1. The reactants are BrC1=CC(=CC=C1)[N+](=O)[O-] (1-bromo-3-nitro-benzene), C([O-])([O-])=O.[Cs+].[Cs+] (cesium carbonate), N1CCOCC1 (morpholine). The reagents and catalysts are C(C)(=O)[O-].[Pd+2].C(C)(=O)[O-] (palladium acetate), C=1C=CC(=CC1)P(C=2C=CC=CC2)C3=CC=C4C=CC=CC4=C3C5=C6C=CC=CC6=CC=C5P(C=7C=CC=CC7)C=8C=CC=CC8 (BINAP). Run in C1(=CC=CC=C1)C (toluene). Conditions: temperature 100 celsius, time 6 hour. Yields the product [N+](=O)([O-])C=1C=C(C=CC1)N1CCOCC1 (4-(3-Nitro-phenyl)-morpholine). Yield: 57.0%. RXN SMILES: Br[C:2]1[CH:7]=[CH:6][CH:5]=[C:4]([N+:8]([O-:10])=[O:9])[CH:3]=1.C(=O)([O-])[O-].[Cs+].[Cs+].[NH:17]1[CH2:22][CH2:21][O:20][CH2:19][CH2:18]1>C([O-])(=O)C.[Pd+2].C([O-])(=O)C.C1C=CC(P(C2C(C3C(P(C4C=CC=CC=4)C4C=CC=CC=4)=CC=C4C=3C=CC=C4)=C3C(C=CC=C3)=CC=2)C2C=CC=CC=2)=CC=1.C1(C)C=CC=CC=1>[N+:8]([C:4]1[CH:3]=[C:2]([N:17]2[CH2:22][CH2:21][O:20][CH2:19][CH2:18]2)[CH:7]=[CH:6][CH:5]=1)([O-:10])=[O:9] |f:1.2.3,5.6.7|. Reported procedure: To a toluene solution (10 ml) of 1-bromo-3-nitro-benzene (303 mg), palladium acetate (9.0 mg), BINAP (37 mg) and cesium carbonate (978 mg), morpholine (209 μl) was added, degassed under ultrasonic irradiation. This was stirred at 100° C. for 6 hours, followed by addition of water (20 ml), which was extracted with ethyl acetate (20 ml×2), and the organic layer was dried over sodium sulfate. After the sodium sulfate was filtered off, the solvent was distilled off under reduced pressure, followed b... Starting materials: Cc1ccccc1, COC(=O)c1ncc2cccnc2c1O, NCc1ccncc1. Yields the product O=C(NCc1ccncc1)c1ncc2cccnc2c1O. RXN SMILES: [CH3:24][c:25]1[cH:26][cH:27][cH:28][cH:29][cH:30]1.[OH:1][c:2]1[c:3]([C:12]([O:14][CH3:13])=[O:15])[n:4][cH:5][c:6]2[cH:7][cH:8][cH:9][n:10][c:11]12.[n:16]1[cH:17][cH:18][c:19]([CH2:22][NH2:23])[cH:20][cH:21]1>>[OH:1][c:2]1[c:3]([C:12](=[O:14])[NH:23][CH2:22][c:19]2[cH:18][cH:17][n:16][cH:21][cH:20]2)[n:4][cH:5][c:6]2[cH:7][cH:8][cH:9][n:10][c:11]12. The reactants are [N+](=O)([O-])C=1C=C(C=CC1)N1N=NNC1=O (1-(3-nitrophenyl)-1,4-dihydro-5H-tetrazol-5-one). Reagents/catalysts: [Pd] (palladium on charcoal). Solvent: CO (MeOH). Product: NC=1C=C(C=CC1)N1N=NNC1=O (1-(3-aminophenyl)-1,4-dihydro-5H-tetrazol-5-one). RXN SMILES: [N+:1]([C:4]1[CH:5]=[C:6]([N:10]2[C:14](=[O:15])[NH:13][N:12]=[N:11]2)[CH:7]=[CH:8][CH:9]=1)([O-])=O>[Pd].CO>[NH2:1][C:4]1[CH:5]=[C:6]([N:10]2[C:14](=[O:15])[NH:13][N:12]=[N:11]2)[CH:7]=[CH:8][CH:9]=1. Reported procedure: A mixture of 1-(3-nitrophenyl)-1,4-dihydro-5H-tetrazol-5-one (130 mg, 0.63 mmol) and palladium on charcoal (Aldrich Cat. No. 330108; 13 mg) in MeOH (10 mL) was hydrogenated at 20 psi for 3 hr. The mixture was then filtered through celite and the filter cake washed with MeOH (×3). The filtrate was concentrated under vacuum to leave the product, which was used directly in the next step (yield assumed quantitative=111 mg).